From a dataset of the Open Reaction Database (ORD), a public repository of structured organic reaction records. describe an organic reaction: reactants, conditions, products, and yield The reactants are N1=CC=C(C=C1)/C=C/C=1C=C(C=NC1)/C=C/C=1C=C(C=CC1)NC1=NC=CC=C1[N+](=O)[O-] (2-[3-[(E)-2-[5-[(E)-2-(4-pyridyl)vinyl]pyridin-3-yl]vinyl]phenylamino]-3-nitropyridine), C(=O)[O-].[NH4+] (ammonium formate). The reagents and catalysts are [Fe] (iron). Solvent: C(C)O (ethanol), O (water). Run at time 30 minute. The product is NC=1C(=NC=CC1)NC1=CC(=CC=C1)\C=C\C=1C=NC=C(C1)\C=C\C1=CC=NC=C1 (3-amino-2-[3-[(E)-2-[5-[(E)-2-(4-pyridyl)vinyl]pyridin-3-yl]vinyl]phenylamino]pyridine). Yield: 87.8%. RXN SMILES: [N:1]1[CH:6]=[CH:5][C:4](/[CH:7]=[CH:8]/[C:9]2[CH:10]=[C:11](/[CH:15]=[CH:16]/[C:17]3[CH:18]=[C:19]([NH:23][C:24]4[C:29]([N+:30]([O-])=O)=[CH:28][CH:27]=[CH:26][N:25]=4)[CH:20]=[CH:21][CH:22]=3)[CH:12]=[N:13][CH:14]=2)=[CH:3][CH:2]=1.C([O-])=O.[NH4+]>C(O)C.O.[Fe]>[NH2:30][C:29]1[C:24]([NH:23][C:19]2[CH:20]=[CH:21][CH:22]=[C:17](/[CH:16]=[CH:15]/[C:11]3[CH:12]=[N:13][CH:14]=[C:9](/[CH:8]=[CH:7]/[C:4]4[CH:3]=[CH:2][N:1]=[CH:6][CH:5]=4)[CH:10]=3)[CH:18]=2)=[N:25][CH:26]=[CH:27][CH:28]=1 |f:1.2|. Procedure: A mixture of 2-[3-[(E)-2-[5-[(E)-2-(4-pyridyl)vinyl]pyridin-3-yl]vinyl]phenylamino]-3-nitropyridine (331 mg), iron powder (132 mg) and ammonium formate (297 mg) in ethanol (6 ml) and water (2 ml) was stirred at 90pbC. for 30 minutes. The mixture was filtered while hot. The filtrate was added to aqueous sodium bicarbonate solution and extracted with ethyl acetate twice. The combined organic solution was washed with sodium bicarbonate and brine, dried over magnesium sulfate and concentrated. The r... The reactants are BrC1=C2C(=CN=C1OC)N(C=C2)COCC[Si](C)(C)C (4-Bromo-5-methoxy-1-(2-trimethylsilanyl-ethoxymethyl)-1H-pyrrolo[2,3-c]pyridine), C(C)(C)(C)OC(=O)N1C=CC=2C1=CN=CC2C2=C(C=CC(=C2)C(=O)OC)C#N (4-(2-cyano-5-methoxycarbonyl-phenyl)-pyrrolo[2,3-c]pyridine-1-carboxylic acid tert-butyl ester), Bis(di-tertbutyl-(4-dimethylaminophenyl)-phosphine) di-chloropalladium (II), P(=O)([O-])([O-])[O-].[K+].[K+].[K+] (potassium phosphate), O1CCOCC1 (dioxane). Run in O (water). Reaction conditions: temperature 80 celsius. Product: COC(C1=CC(=C(C=C1)C#N)C1=C2C(=CN=C1OC)N(C=C2)COCC[Si](C)(C)C)=O (4-Cyano-3-[5-methoxy-1-(2-trimethylsilanyl-ethoxymethyl)-1H-pyrrolo[2,3-c]pyridin-4-yl]-benzoic acid methyl ester). The yield is 68.8%. Reaction SMILES: Br[C:2]1[C:7]([O:8][CH3:9])=[N:6][CH:5]=[C:4]2[N:10]([CH2:13][O:14][CH2:15][CH2:16][Si:17]([CH3:20])([CH3:19])[CH3:18])[CH:11]=[CH:12][C:3]=12.C(OC(N1C2=CN=CC([C:37]3[CH:42]=[C:41]([C:43]([O:45][CH3:46])=[O:44])[CH:40]=[CH:39][C:38]=3[C:47]#[N:48])=C2C=C1)=O)(C)(C)C.P([O-])([O-])([O-])=O.[K+].[K+].[K+].O1CCOCC1>O>[CH3:46][O:45][C:43](=[O:44])[C:41]1[CH:40]=[CH:39][C:38]([C:47]#[N:48])=[C:37]([C:2]2[C:7]([O:8][CH3:9])=[N:6][CH:5]=[C:4]3[N:10]([CH2:13][O:14][CH2:15][CH2:16][Si:17]([CH3:20])([CH3:19])[CH3:18])[CH:11]=[CH:12][C:3]=23)[CH:42]=1 |f:2.3.4.5|. Procedure: A mixture of 4-Bromo-5-methoxy-1-(2-trimethylsilanyl-ethoxymethyl)-1H-pyrrolo[2,3-c]pyridine (0.940 g, 2.63 mmol), 4-Cyano-3-(4,4,5,5-tetramethyl-[1,3,2]dioxa-borolan-2-yl)-benzoic acid methyl ester (Example 140 Step 1 starting material) (0.840 g, 2.93 mmol, 1.1 eq), Bis(di-tertbutyl-(4-dimethylaminophenyl)-phosphine)-di-chloropalladium (II) (0.046 g, 0.066 mmol, 2 mol %), and tribasic potassium phosphate (1.12 g, 5.26 mmol, 2 eq) in a 10:1 mixture of dioxane and water was heated to 80° C. for 2...